Dataset: the Open Reaction Database (ORD), a public repository of structured organic reaction records. Task: describe an organic reaction: reactants, conditions, products, and yield The reactants are N (ammonia), [N+](=O)([O-])C=1C=C(C=O)C=CC1 (3-Nitrobenzaldehyde), FCC(CC(=O)OCC)=O (ethyl 4-fluoro-3-oxo-butanoate), N (ammonia). Run in C(C)O (ethanol). Yields the product FCC=1NC(=C(C(C1C(=O)OCC)C1=CC(=CC=C1)[N+](=O)[O-])C(=O)OCC)CF (Diethyl 2,6-di-(fluoromethyl)-1,4-dihydro-4-(3-nitro-phenyl)-3,5-pyridinedicarboxylate). As a reaction SMILES: [N+:1]([C:4]1[CH:5]=[C:6]([CH:9]=[CH:10][CH:11]=1)[CH:7]=O)([O-:3])=[O:2].[F:12][CH2:13][C:14](=O)[CH2:15][C:16]([O:18][CH2:19][CH3:20])=[O:17].[NH3:22]>C(O)C>[F:12][CH2:13][C:14]1[NH:22][C:14]([CH2:13][F:12])=[C:15]([C:16]([O:18][CH2:19][CH3:20])=[O:17])[CH:7]([C:6]2[CH:9]=[CH:10][CH:11]=[C:4]([N+:1]([O-:3])=[O:2])[CH:5]=2)[C:15]=1[C:16]([O:18][CH2:19][CH3:20])=[O:17]. Procedure details: 3-Nitrobenzaldehyde (1.51 g, 10 mmoles), ethyl 4-fluoro-3-oxo-butanoate (3 g, 20 mmoles) and aqueous ammonia (1.1 ml, d=0.88) in ethanol (15 ml) were heated at reflux for 14 hours more aqueous ammonia (0.55 ml) was added after 6 hours. The solvent was removed in vacuo and the residue was chromatographed on silica eluting with ether/petroleum ether (60°-80°) mixtures and the product obtained was recrystallised from 2-propanol to give the title compound as yellow crystals (0.4 g) mp 113°-4°. The reactants are [Al+3], COC(=O)CCc1ccc(OC)cc1OC, COc1ccc(C(=O)Cl)cc1, [Cl-], [Cl-], [Cl-], ClCCCl, ClCCl, O. Product: COC(=O)CCc1cc(C(=O)c2ccc(OC)cc2)c(OC)cc1OC. As a reaction SMILES: [Al+3:4].[CH3:16][O:17][c:18]1[c:19]([CH2:26][CH2:27][C:28](=[O:29])[O:30][CH3:31])[cH:20][cH:21][c:22]([O:24][CH3:25])[cH:23]1.[CH3:5][O:6][c:7]1[cH:8][cH:9][c:10]([C:11](=[O:12])[Cl:13])[cH:14][cH:15]1.[Cl-:1].[Cl-:2].[Cl-:3].[Cl:33][CH2:34][CH2:35][Cl:36].[Cl:37][CH2:38][Cl:39].[OH2:32]>>[CH3:5][O:6][c:7]1[cH:8][cH:9][c:10]([C:11](=[O:12])[c:21]2[cH:20][c:19]([CH2:26][CH2:27][C:28](=[O:29])[O:30][CH3:31])[c:18]([O:17][CH3:16])[cH:23][c:22]2[O:24][CH3:25])[cH:14][cH:15]1. Reactants: COC(=O)C=1C(=C2C=C(C(N(C2=C(N1)Br)CC1=CC=CC=C1)=O)C1=CC=C(C=C1)OC)O (1-benzyl-8-bromo-5-hydroxy-3-(4-methoxy-phenyl)-2-oxo-1,2-dihydro-[1,7]naphthyridine-6-carboxylic acid methyl ester), C(CCC)[Sn](C=1C=NC=CC1)(CCCC)CCCC (3-tributylstannanyl-pyridine), CCOC(=O)C (EtOAc), Cl (HCl). Reagents/catalysts: Cl[Pd]([P](C1=CC=CC=C1)(C2=CC=CC=C2)C3=CC=CC=C3)([P](C4=CC=CC=C4)(C5=CC=CC=C5)C6=CC=CC=C6)Cl (PdCl2(PPh3)2). Solvent: CN(C)C=O (DMF), [Cl-].[Na+].O (brine). Reaction conditions: temperature 120 celsius. Product: COC(=O)C=1C(=C2C=C(C(N(C2=C(N1)C=1C=NC=CC1)CC1=CC=CC=C1)=O)C1=CC=C(C=C1)OC)O (1-Benzyl-5-hydroxy-3-(4-methoxy-phenyl)-2-oxo-8-pyridin-3-yl-1,2-dihydro-[1,7]naphthyridine-6-carboxylic acid methyl ester). Yield: 59.4%. RXN SMILES: [CH3:1][O:2][C:3]([C:5]1[C:6]([OH:32])=[C:7]2[C:12](=[C:13](Br)[N:14]=1)[N:11]([CH2:16][C:17]1[CH:22]=[CH:21][CH:20]=[CH:19][CH:18]=1)[C:10](=[O:23])[C:9]([C:24]1[CH:29]=[CH:28][C:27]([O:30][CH3:31])=[CH:26][CH:25]=1)=[CH:8]2)=[O:4].C([Sn](CCCC)(CCCC)[C:38]1[CH:39]=[N:40][CH:41]=[CH:42][CH:43]=1)CCC.CCOC(C)=O.Cl>CN(C=O)C.[Cl-].[Na+].O.Cl[Pd](Cl)([P](C1C=CC=CC=1)(C1C=CC=CC=1)C1C=CC=CC=1)[P](C1C=CC=CC=1)(C1C=CC=CC=1)C1C=CC=CC=1>[CH3:1][O:2][C:3]([C:5]1[C:6]([OH:32])=[C:7]2[C:12](=[C:13]([C:38]3[CH:39]=[N:40][CH:41]=[CH:42][CH:43]=3)[N:14]=1)[N:11]([CH2:16][C:17]1[CH:22]=[CH:21][CH:20]=[CH:19][CH:18]=1)[C:10](=[O:23])[C:9]([C:24]1[CH:29]=[CH:28][C:27]([O:30][CH3:31])=[CH:26][CH:25]=1)=[CH:8]2)=[O:4] |f:5.6.7,^1:69,88|. Procedure: A mixture of 1-benzyl-8-bromo-5-hydroxy-3-(4-methoxy-phenyl)-2-oxo-1,2-dihydro-[1,7]naphthyridine-6-carboxylic acid methyl ester (76 mg, 0.15 mmol), 3-tributylstannanyl-pyridine (0.074 mL, 0.23 mmol) and PdCl2(PPh3)2 (22 mg, 0.031 mmol) in 4 mL of DMF was heated at 120° C. for 3 h under nitrogen atmosphere. After the mixture was cooled to r.t., EtOAc and brine were added. 1 M HCl was added with stirring until pH was about 3-4. The aqueous layer was extracted with additional EtOAc, and the combin... The reactants are O (Water), IC=1C(=CC(=NC1)C(F)(F)F)C (5-iodo-4-methyl-2-(trifluoromethyl)pyridine), BrN1C(CCC1=O)=O (N-bromosuccinimide), C(C1=CC=CC=C1)(=O)OOC(C1=CC=CC=C1)=O (benzoyl peroxide). The solvent is C(Cl)(Cl)(Cl)Cl (CCl4). The product is BrCC1=CC(=NC=C1I)C(F)(F)F (4-(bromomethyl)-5-iodo-2-(trifluoromethyl)pyridine). RXN SMILES: [I:1][C:2]1[C:3]([CH3:12])=[CH:4][C:5]([C:8]([F:11])([F:10])[F:9])=[N:6][CH:7]=1.[Br:13]N1C(=O)CCC1=O.C(OOC(=O)C1C=CC=CC=1)(=O)C1C=CC=CC=1.O>C(Cl)(Cl)(Cl)Cl>[Br:13][CH2:12][C:3]1[C:2]([I:1])=[CH:7][N:6]=[C:5]([C:8]([F:11])([F:9])[F:10])[CH:4]=1. Procedure details: A mixture of 5-iodo-4-methyl-2-(trifluoromethyl)pyridine (39.1 mg, 0.136 mmol), N-bromosuccinimide (29.1 mg, 0.163 mmol), and benzoyl peroxide (3.3 mg, 0.0136 mmol) in CCl4 (1 mL) was heated at reflux under N2 overnight. Water was added and the mixture was extracted with CH2Cl2 (3×20 mL). The combined extracts were dried (MgSO4) and concentrated in vacuo to give the crude product. This was purified by flash chromatography (Si, 12×160 mm, 1-5% EtOAc in hexanes gradient) to afford 4-(bromomethyl)-... Reaction SMILES: [CH2:1]([CH3:2])[NH:3][C:4](=[O:5])[N:6]=[C:7]1[S:8][C:9](=[CH2:22])[CH2:10][N:11]1[c:12]1[cH:13][c:14]([C:18]([F:19])([F:20])[F:21])[cH:15][cH:16][cH:17]1.[CH3:23][O-:24].[CH3:26][OH:27].[Na+:25]>>[CH2:1]([CH3:2])[NH:3][C:4](=[O:5])[N:6]=[C:7]1[SH:8]=[C:9]([CH3:22])[CH2:10][N:11]1[c:12]1[cH:13][c:14]([C:18]([F:19])([F:20])[F:21])[cH:15][cH:16][cH:17]1. The reactants are C=C1CN(c2cccc(C(F)(F)F)c2)C(=NC(=O)NCC)S1, C[O-], CO, [Na+]. Yields the product CCNC(=O)N=C1[SH]=C(C)CN1c1cccc(C(F)(F)F)c1.